From a dataset of the Open Reaction Database (ORD), a public repository of structured organic reaction records. describe an organic reaction: reactants, conditions, products, and yield Procedure: By a procedure similar to that of example 1.85.3, starting from 1-phenyl-3-[4-(trifluoromethyl)phenyl]-propan-1-one, (Z)-ethyl 3-phenyl-5-[4-(trifluoromethyl)phenyl]pent-2-enoate and (E)-ethyl 3-phenyl-5-[4-(trifluoromethyl)phenyl]pent-2-enoate were obtained as colourless oils. Yields the product C1(=CC=CC=C1)/C(=C/C(=O)OCC)/CCC1=CC=C(C=C1)C(F)(F)F ((E)-ethyl 3-phenyl-5-[4-(trifluoromethyl)phenyl]pent-2-enoate). Starting materials: C1(=CC=CC=C1)C(CCC1=CC=C(C=C1)C(F)(F)F)=O (1-phenyl-3-[4-(trifluoromethyl)phenyl]-propan-1-one), C1(=CC=CC=C1)\C(=C/C(=O)OCC)\CCC1=CC=C(C=C1)C(F)(F)F ((Z)-ethyl 3-phenyl-5-[4-(trifluoromethyl)phenyl]pent-2-enoate). Reaction SMILES: C1(C(=O)CCC2C=CC(C(F)(F)F)=CC=2)C=CC=CC=1.[C:21]1(/[C:27](/[CH2:34][CH2:35][C:36]2[CH:41]=[CH:40][C:39]([C:42]([F:45])([F:44])[F:43])=[CH:38][CH:37]=2)=[CH:28]\[C:29]([O:31][CH2:32][CH3:33])=[O:30])[CH:26]=[CH:25][CH:24]=[CH:23][CH:22]=1>>[C:21]1(/[C:27](/[CH2:34][CH2:35][C:36]2[CH:41]=[CH:40][C:39]([C:42]([F:43])([F:44])[F:45])=[CH:38][CH:37]=2)=[CH:28]/[C:29]([O:31][CH2:32][CH3:33])=[O:30])[CH:22]=[CH:23][CH:24]=[CH:25][CH:26]=1. Starting materials: Tetrakis (triphenylphosphine)Palladium(0), FC1=C(OC2=C(C(=NC=C2)N(C(=O)OC(C)(C)C)C(=O)OC(C)(C)C)I)C=C(C(=C1)N)F (4-(2,5-difluoro-4-aminophenoxy)-3-iodo-2-[bis[(1,1-dimethylethoxy)carbonyl]amino]pyridine), CN1N=CC(=C1)B1OC(C(O1)(C)C)(C)C (1-methyl-4-(4,4,5,5-tetramethyl-1,3,2-dioxaborolan-2-yl)-1H-pyrazole), C(=O)([O-])[O-].[K+].[K+] (K2CO3). Solvent: O (water), CCOC(=O)C (EtOAc), O1CCOCC1 (dioxane), O (water). Conditions: temperature 100 celsius, time 3 hour. The product is NC1=CC(=C(OC2=C(C(=NC=C2)N(C(=O)OC(C)(C)C)C(=O)OC(C)(C)C)C=2C=NN(C2)C)C=C1F)F (4-(4-amino-2,5-difluorophenoxy)-3-(1-methyl-1H-pyrazol-4-yl)-2-[bis[(1,1-dimethylethoxy)carbonyl]amino]pyridine). The yield is 81.0%. Reaction SMILES: [F:1][C:2]1[CH:30]=[C:29]([NH2:31])[C:28]([F:32])=[CH:27][C:3]=1[O:4][C:5]1[CH:10]=[CH:9][N:8]=[C:7]([N:11]([C:19]([O:21][C:22]([CH3:25])([CH3:24])[CH3:23])=[O:20])[C:12]([O:14][C:15]([CH3:18])([CH3:17])[CH3:16])=[O:13])[C:6]=1I.[CH3:33][N:34]1[CH:38]=[C:37](B2OC(C)(C)C(C)(C)O2)[CH:36]=[N:35]1.C([O-])([O-])=O.[K+].[K+]>O1CCOCC1.O.CCOC(C)=O>[NH2:31][C:29]1[C:28]([F:32])=[CH:27][C:3]([O:4][C:5]2[CH:10]=[CH:9][N:8]=[C:7]([N:11]([C:19]([O:21][C:22]([CH3:25])([CH3:24])[CH3:23])=[O:20])[C:12]([O:14][C:15]([CH3:18])([CH3:17])[CH3:16])=[O:13])[C:6]=2[C:37]2[CH:36]=[N:35][N:34]([CH3:33])[CH:38]=2)=[C:2]([F:1])[CH:30]=1 |f:2.3.4|. Reported procedure: To a degassed solution of 4-(2,5-difluoro-4-aminophenoxy)-3-iodo-2-[bis[(1,1-dimethylethoxy)carbonyl]amino]pyridine (0.7 g, 1.24 mmol), 1-methyl-4-(4,4,5,5-tetramethyl-1,3,2-dioxaborolan-2-yl)-1H-pyrazole (0.52 g, 2.48 mmol) in dioxane (15 mL) was added K2CO3 (0.51 g, 3.7 mmol) in water (3 mL). Tetrakis (triphenylphosphine)Palladium(0) (0.14 g, 0.12 mmol) was added and the reaction mixture was stirred at 100° C. for 3 h. The mixture was diluted with water (40 mL) and EtOAc (50 mL). The layers we... The reactants are CC1(C)C(=O)N(CCOS(C)(=O)=O)c2ccccc21, Fc1cccc2c(C3=CCNCC3)c[nH]c12, [Na+], [Na+], O=C([O-])[O-]. Yields the product CC1(C)C(=O)N(CCN2CC=C(c3c[nH]c4c(F)cccc34)CC2)c2ccccc21. Reaction SMILES: [CH3:17][C:18]1([CH3:35])[C:19](=[O:34])[N:20]([CH2:27][CH2:28][O:29][S:30]([CH3:31])(=[O:32])=[O:33])[c:21]2[cH:22][cH:23][cH:24][cH:25][c:26]21.[F:1][c:2]1[cH:3][cH:4][cH:5][c:6]2[c:7]([C:11]3=[CH:12][CH2:13][NH:14][CH2:15][CH2:16]3)[cH:8][nH:9][c:10]12.[Na+:36].[Na+:37].[O-:38][C:39](=[O:40])[O-:41]>>[F:1][c:2]1[cH:3][cH:4][cH:5][c:6]2[c:7]([C:11]3=[CH:12][CH2:13][N:14]([CH2:28][CH2:27][N:20]4[C:19](=[O:34])[C:18]([CH3:17])([CH3:35])[c:26]5[c:21]4[cH:22][cH:23][cH:24][cH:25]5)[CH2:15][CH2:16]3)[cH:8][nH:9][c:10]12. Yield: 126.8%. Procedure details: At ambient temp., a suspension of 2.91 g (10.4 mmol) of 2-tert-butyl-5-methyl-2-propyl-2,5-dihydrofuran and 1.06 g (1.00 mmol) of 10% palladium on activated charcoal in 60 mL of dry ether was hydrogenated for 4 h in a Parr apparatus at 2.5 bar hydrogen pressure. The catalyst was filtered off over a pad of Celite, and the solvent evaporated. The resulting residue was distilled in a Kugelrohr apparatus to provide at 75-85° C./20 mbar 2.43 g (80%) of the title compound as a colorless odoriferous li... Reaction SMILES: [C:1]([C:5]1([CH2:11][CH2:12][CH3:13])[CH:9]=[CH:8][CH:7]([CH3:10])[O:6]1)([CH3:4])([CH3:3])[CH3:2].[H][H]>[Pd].CCOCC>[C:1]([C:5]1([CH2:11][CH2:12][CH3:13])[CH2:9][CH2:8][CH:7]([CH3:10])[O:6]1)([CH3:4])([CH3:3])[CH3:2]. Starting materials: C(C)(C)(C)C1(OC(C=C1)C)CCC (2-tert-butyl-5-methyl-2-propyl-2,5-dihydrofuran), [H][H] (hydrogen). The reagents and catalysts are [Pd] (palladium on activated charcoal). Product: C(C)(C)(C)C1(OC(CC1)C)CCC (2-tert-Butyl-5-methyl-2-propyltetrahydrofuran). Run in CCOCC (ether). Starting materials: C=CCC1CCN(C(=O)OC(C)(C)C)CC1C(=O)OC, CCOC(C)=O, B1C2CCCC1CCC2, [Na+], C1CCOC1, [OH-], O, OO. Yields the product COC(=O)C1CN(C(=O)OC(C)(C)C)CCC1CCCO. As a reaction SMILES: [CH2:1]([CH:2]=[CH2:3])[CH:4]1[CH:5]([C:17](=[O:18])[O:19][CH3:20])[CH2:6][N:7]([C:10](=[O:11])[O:12][C:13]([CH3:14])([CH3:15])[CH3:16])[CH2:8][CH2:9]1.[CH3:39][CH2:40][O:41][C:42](=[O:43])[CH3:44].[CH:21]12[CH2:22][CH2:23][CH2:24][CH:25]([BH:26]1)[CH2:27][CH2:28][CH2:29]2.[Na+:31].[O:34]1[CH2:35][CH2:36][CH2:37][CH2:38]1.[OH-:30].[OH2:45].[OH:32][OH:33]>>[CH2:1]([CH2:2][CH2:3][OH:30])[CH:4]1[CH:5]([C:17](=[O:18])[O:19][CH3:20])[CH2:6][N:7]([C:10](=[O:11])[O:12][C:13]([CH3:14])([CH3:15])[CH3:16])[CH2:8][CH2:9]1. The reactants are Cl[Sn]Cl (SnCl2), Cl (HCl), C(C)OCC (diethyl ether), CCOCC (ether), BrC1=C(C=C(C#N)C=C1F)F (4-bromo-3,5-difluorobenzonitrile). Solvent: O (water). Run at time 8 hour. Product: BrC1=C(C=C(C=O)C=C1F)F (4-bromo-3,5-difluorobenzaldehyde). RXN SMILES: Cl[Sn]Cl.Cl.[Br:5][C:6]1[C:13]([F:14])=[CH:12][C:9]([C:10]#N)=[CH:8][C:7]=1[F:15].CC[O:18]CC>O>[Br:5][C:6]1[C:13]([F:14])=[CH:12][C:9]([CH:10]=[O:18])=[CH:8][C:7]=1[F:15]. Reported procedure: 167 g (0.88 mol) of SnCl2 was added to 880 cm3 of diethyl ether, and dried HCl gas was absorbed to saturation at room temperature. 98 g (0.44 mol) of 4-bromo-3,5-difluorobenzonitrile was added all at once to this mixture, and after stirring for i hour, it was let stand overnight. The reactant was poured into 1,000 cm3 of water, and ether was distilled on a hot water bath at 50° C. The residue was extracted by adding chloroform, and after washing in water the chloroform was removed. The residue w... Starting materials: C(C)OC(=O)C=1NC2=CC=CC(=C2C1)OCC1CCC1 (4-cyclobutylmethoxy-1H-indole-2-carboxylic acid ethyl ester), [OH-].[K+] (KOH), CCO (EtOH). Run at time 24 hour. The product is C1(CC1)COC1=C2C=C(NC2=CC=C1)C(=O)O (4-Cyclopropylmethoxy-1H-indole-2-carboxylic acid). Reaction SMILES: C([O:3][C:4]([C:6]1[NH:7][C:8]2[C:13]([CH:14]=1)=[C:12]([O:15][CH2:16][CH:17]1[CH2:20][CH2:19]C1)[CH:11]=[CH:10][CH:9]=2)=[O:5])C.[OH-].[K+].CCO>>[CH:17]1([CH2:16][O:15][C:12]2[CH:11]=[CH:10][CH:9]=[C:8]3[C:13]=2[CH:14]=[C:6]([C:4]([OH:3])=[O:5])[NH:7]3)[CH2:20][CH2:19]1 |f:1.2|. Procedure details: The 4-cyclobutylmethoxy-1H-indole-2-carboxylic acid ethyl ester 78 obtained above is mixed with a 2M-solution of KOH in EtOH (16.9 ml, 33.8 mmol) and stirred for 24 hours. The solvent is then evaporated and the residue is partitioned between water and DCM. The water layer is acidified with HCl and extracted twice with EtOAc. The combined organic layers are washed with brine, dried over anhydrous sodium sulfate, filtered and evaporated to give a white powder.